This data is from the Open Reaction Database (ORD), a public repository of structured organic reaction records. The task is: describe an organic reaction: reactants, conditions, products, and yield Reactants: CC(=O)OC(C)=O, ClC(Cl)Cl, ClCCl, CCOC(=O)CCCCc1c(CN)nn2c(CC)ccc2c1-c1cncc(C)c1. The product is CCOC(=O)CCCCc1c(CNC(C)=O)nn2c(CC)ccc2c1-c1cncc(C)c1. RXN SMILES: [CH3:30][C:31](=[O:32])[O:33][C:34](=[O:35])[CH3:36].[CH:40]([Cl:41])([Cl:42])[Cl:43].[Cl:37][CH2:38][Cl:39].[NH2:1][CH2:2][c:3]1[c:4]([CH2:21][CH2:22][CH2:23][CH2:24][C:25](=[O:26])[O:27][CH2:28][CH3:29])[c:5](-[c:14]2[cH:15][n:16][cH:17][c:18]([CH3:20])[cH:19]2)[c:6]2[n:7]([n:8]1)[c:9]([CH2:12][CH3:13])[cH:10][cH:11]2>>[NH:1]([CH2:2][c:3]1[c:4]([CH2:21][CH2:22][CH2:23][CH2:24][C:25](=[O:26])[O:27][CH2:28][CH3:29])[c:5](-[c:14]2[cH:15][n:16][cH:17][c:18]([CH3:20])[cH:19]2)[c:6]2[n:7]([n:8]1)[c:9]([CH2:12][CH3:13])[cH:10][cH:11]2)[C:31]([CH3:30])=[O:32].